Dataset: the Open Reaction Database (ORD), a public repository of structured organic reaction records. Task: describe an organic reaction: reactants, conditions, products, and yield Reactants: C1(=CC=CC=C1)OC(NC=1C(=NC(=C(C1)CC)C)OCC)=O (Phenyl-N-(2-ethoxy-5-ethyl-6-methylpyridin-3-yl)carbamate), COC1=C(C=CC=C1)N1CCNCC1 (1-(2-methoxyphenyl)piperazine). The product is C(C)OC1=NC(=C(C=C1NC(=O)N1CCN(CC1)C1=C(C=CC=C1)OC)CC)C (1-[(2-ethoxy-5-ethyl-6-methylpyridin-3-yl)aminocarbonyl]-4-(2-methoxyphenyl)piperazine). The yield is 82.0%. Reaction SMILES: C1(O[C:8](=[O:22])[NH:9][C:10]2[C:11]([O:19][CH2:20][CH3:21])=[N:12][C:13]([CH3:18])=[C:14]([CH2:16][CH3:17])[CH:15]=2)C=CC=CC=1.[CH3:23][O:24][C:25]1[CH:30]=[CH:29][CH:28]=[CH:27][C:26]=1[N:31]1[CH2:36][CH2:35][NH:34][CH2:33][CH2:32]1>>[CH2:20]([O:19][C:11]1[C:10]([NH:9][C:8]([N:34]2[CH2:33][CH2:32][N:31]([C:26]3[CH:27]=[CH:28][CH:29]=[CH:30][C:25]=3[O:24][CH3:23])[CH2:36][CH2:35]2)=[O:22])=[CH:15][C:14]([CH2:16][CH3:17])=[C:13]([CH3:18])[N:12]=1)[CH3:21]. Procedure details: Phenyl-N-(2-ethoxy-5-ethyl-6-methylpyridin-3-yl)carbamate and 1-(2-methoxyphenyl)piperazine were reacted by the same way with the example 1 to obtain the titled compound.